From a dataset of the Open Reaction Database (ORD), a public repository of structured organic reaction records. describe an organic reaction: reactants, conditions, products, and yield Starting materials: CO, COCCOC, COC(=O)C(C)c1ccc(B2OC(C)(C)C(C)(C)O2)c(Cl)c1, Cc1nc(C)c(-c2ccc(OS(=O)(=O)C(F)(F)F)cc2)nc1C(N)=O, [K+], [K+], [K+], O, O=P([O-])([O-])[O-]. Yields the product COC(=O)C(C)c1ccc(-c2ccc(-c3nc(C(N)=O)c(C)nc3C)cc2)c(Cl)c1. Reaction SMILES: [CH3:56][OH:57].[CH3:58][O:59][CH2:60][CH2:61][O:62][CH3:63].[Cl:26][c:27]1[cH:28][c:29]([CH:42]([C:43](=[O:44])[O:45][CH3:46])[CH3:47])[cH:30][cH:31][c:32]1[B:33]1[O:34][C:35]([CH3:36])([CH3:37])[C:38]([CH3:39])([CH3:40])[O:41]1.[F:1][C:2]([F:3])([F:4])[S:5]([O:6][c:7]1[cH:8][cH:9][c:10](-[c:13]2[n:14][c:15]([C:21]([NH2:22])=[O:23])[c:16]([CH3:20])[n:17][c:18]2[CH3:19])[cH:11][cH:12]1)(=[O:24])=[O:25].[K+:53].[K+:54].[K+:55].[OH2:64].[P:48]([O-:49])([O-:50])([O-:51])=[O:52]>>[c:7]1(-[c:32]2[c:27]([Cl:26])[cH:28][c:29]([CH:42]([C:43](=[O:44])[O:45][CH3:46])[CH3:47])[cH:30][cH:31]2)[cH:8][cH:9][c:10](-[c:13]2[n:14][c:15]([C:21]([NH2:22])=[O:23])[c:16]([CH3:20])[n:17][c:18]2[CH3:19])[cH:11][cH:12]1.